This data is from the Open Reaction Database (ORD), a public repository of structured organic reaction records. The task is: describe an organic reaction: reactants, conditions, products, and yield The reactants are N1C(=O)CCC2=CC(=CC=C12)C(=O)[O-] (3,4-dihydrocarbostyril-6-carboxylate), N1CCOCC1 (morpholine), O (water). Solvent: CN(C=O)C (dimethylformamide). Run at time 3 hour. Yields the product O1CCN(CC1)C(=O)C=1C=C2CCC(NC2=CC1)=O (6-morpholinocarbonyl-3,4-dihydrocarbostyril). As a reaction SMILES: [NH:1]1[C:11]2[C:6](=[CH:7][C:8]([C:12]([O-:14])=O)=[CH:9][CH:10]=2)[CH2:5][CH2:4][C:2]1=[O:3].[NH:15]1[CH2:20][CH2:19][O:18][CH2:17][CH2:16]1.O>CN(C)C=O>[O:18]1[CH2:19][CH2:20][N:15]([C:12]([C:8]2[CH:7]=[C:6]3[C:11](=[CH:10][CH:9]=2)[NH:1][C:2](=[O:3])[CH2:4][CH2:5]3)=[O:14])[CH2:16][CH2:17]1. Reported procedure: 1.0 Gram of succenimide 3,4-dihydrocarbostyril-6-carboxylate and 0.37 g of morpholine were dissolved in 2 ml of dimethylformamide and stirred at room temperature for 3 hours. Then water was added to the reaction mixture and extracted with chloroform, the chloroform layer was washed with water and a saturated sodium chloride aqueous solution in this order. After drying the chloroform layer with anhydrous sodium sulfate, then chloroform was removed by distillation under a reduced pressure, then ac...